This data is from the Open Reaction Database (ORD), a public repository of structured organic reaction records. The task is: describe an organic reaction: reactants, conditions, products, and yield Starting materials: C(C)(=O)NC=1C=C2C(=CN1)NC=C2 (5-Acetylamino-1H-pyrrolo[2,3-c]pyridine). Solvent: [OH-].[K+] (KOH). The product is N (NH3), NC=1C=C2C(=CN1)NC=C2 (5-Amino-1H-pyrrolo[2,3-c]pyridine). Isolated yield 164.8%. Reaction SMILES: C([NH:4][C:5]1[CH:6]=[C:7]2[CH:13]=[CH:12][NH:11][C:8]2=[CH:9][N:10]=1)(=O)C>[OH-].[K+]>[NH3:4].[NH2:4][C:5]1[CH:6]=[C:7]2[CH:13]=[CH:12][NH:11][C:8]2=[CH:9][N:10]=1 |f:1.2|. Reported procedure: 5-Acetylamino-1H-pyrrolo[2,3-c]pyridine (0.61 g, 3.5 mmol) was heated at reflux in methanolic KOH (2M, 15 mL) under nitrogen for 8 hours. The solvent was evaporated in vacuo and the residue partitioned between dichloromethane (100 mL) and water (100 mL). The two layers were separated and the aqueous phase was extracted with n-butanol (3×100 mL). The combined organics were evaporated in vacuo and the residue chromatographed on silica eluting with 5 to 10% MeOH in DCM followed by a gradient of 90:...